From a dataset of the Open Reaction Database (ORD), a public repository of structured organic reaction records. describe an organic reaction: reactants, conditions, products, and yield Product: COC(=O)C(Cc1ccnc(C(F)(F)F)c1)C(=O)OC(C)(C)C. Starting materials: COC(=O)C(CI)C(=O)OC(C)(C)C, FC(F)(F)c1cc(I)ccn1. RXN SMILES: [CH3:1][O:2][C:3]([CH:4]([CH2:5][I:6])[C:7](=[O:8])[O:9][C:10]([CH3:11])([CH3:12])[CH3:13])=[O:14].[I:15][c:16]1[cH:17][c:18]([C:22]([F:23])([F:24])[F:25])[n:19][cH:20][cH:21]1>>[CH3:1][O:2][C:3]([CH:4]([CH2:5][c:16]1[cH:17][c:18]([C:22]([F:23])([F:24])[F:25])[n:19][cH:20][cH:21]1)[C:7](=[O:8])[O:9][C:10]([CH3:11])([CH3:12])[CH3:13])=[O:14]. Reactants: CC(C)=CCC\C(\C)=C\C=O (geranial), O (water), C(C)OP(=O)(OCC)C(C#N)C(C)C (2-(diethylphosphono)isovaleronitrile), solution, C[Si](C)(C)[N-][Si](C)(C)C.[K+] (potassium bis(trimethylsilyl)amide). Run in CCCCCC.C(C)(=O)OCC (n-hexane ethyl acetate), C1(=CC=CC=C1)C (toluene), C1(=CC=CC=C1)C (toluene). Conditions: temperature -70 celsius, time 30 minute. The product is CC(C)C(C#N)=CC=C(CCC=C(C)C)C (2-(1-methylethyl)-5,9-dimethyl-2,4,8-decatrienenitrile). Yield: 89.6%. As a reaction SMILES: C(OP([CH:9]([CH:12]([CH3:14])[CH3:13])[C:10]#[N:11])(OCC)=O)C.C[Si]([N-][Si](C)(C)C)(C)C.[K+].[CH3:25][C:26](=[CH:28][CH2:29][CH2:30]/[C:31](=[CH:33]/[CH:34]=O)/[CH3:32])[CH3:27].O>C1(C)C=CC=CC=1.CCCCCC.C(OCC)(=O)C>[CH3:14][CH:12]([C:9](=[CH:34][CH:33]=[C:31]([CH3:32])[CH2:30][CH2:29][CH:28]=[C:26]([CH3:27])[CH3:25])[C:10]#[N:11])[CH3:13] |f:1.2,6.7|. Procedure: To a solution of 2-(diethylphosphono)isovaleronitrile (6.54 g, 30 mmol) in toluene (55 ml) was added a 0.5 M solution of potassium bis(trimethylsilyl)amide in toluene (56 ml) with stirring on a cooling bath at -70° C. After 30 minutes, geranial (3.80 g, 25 mmol) was added thereto with continuous stirring at the same temperature, and then the reaction mixture was warmed up to room temperature. After addition of water to the mixture, the organic layer was extracted. The organic extract was washed ... The reactants are FC1=CC=C(CN2C(=CC3=CC=CC=C23)C(=O)N2CCC(CC2)C(=O)O)C=C1 (1-(1-(4-fluorobenzyl)-1H-indole-2-carbonyl)piperidine-4-carboxylic acid), C(C)N=C=NCCCN(C)C (1-ethyl-3-(3-dimethylaminopropyl) carbodiimide), ON1N=NC2=C1C=CC=C2 (1-Hydroxybenzotriazole), C(C)(C)N(C(C)C)CC (N,N-Diisopropylethylamine), C1(=CC=CC=C1)CN (phenylmethanamine). The solvent is O (water), C(C)(=O)OCC (ethyl acetate), C(Cl)Cl (DCM). Conditions: time 48 hour. The product is C(C1=CC=CC=C1)NC(=O)C1CCN(CC1)C(=O)C=1N(C2=CC=CC=C2C1)CC1=CC=C(C=C1)F (N-benzyl-1-(1-(4-fluorobenzyl)-1H-indole-2-carbonyl)piperidine-4-carboxamide). RXN SMILES: [F:1][C:2]1[CH:28]=[CH:27][C:5]([CH2:6][N:7]2[C:15]3[C:10](=[CH:11][CH:12]=[CH:13][CH:14]=3)[CH:9]=[C:8]2[C:16]([N:18]2[CH2:23][CH2:22][CH:21]([C:24](O)=[O:25])[CH2:20][CH2:19]2)=[O:17])=[CH:4][CH:3]=1.C(N=C=NCCCN(C)C)C.ON1C2C=CC=CC=2N=N1.C(N(CC)C(C)C)(C)C.[C:59]1([CH2:65][NH2:66])[CH:64]=[CH:63][CH:62]=[CH:61][CH:60]=1>C(Cl)Cl.O.C(OCC)(=O)C>[CH2:65]([NH:66][C:24]([CH:21]1[CH2:22][CH2:23][N:18]([C:16]([C:8]2[N:7]([CH2:6][C:5]3[CH:4]=[CH:3][C:2]([F:1])=[CH:28][CH:27]=3)[C:15]3[C:10]([CH:9]=2)=[CH:11][CH:12]=[CH:13][CH:14]=3)=[O:17])[CH2:19][CH2:20]1)=[O:25])[C:59]1[CH:64]=[CH:63][CH:62]=[CH:61][CH:60]=1. Procedure: 1-(1-(4-fluorobenzyl)-1H-indole-2-carbonyl)piperidine-4-carboxylic acid (100 mg, 0.263 mmol), 1-ethyl-3-(3-dimethylaminopropyl) carbodiimide (76 mg, 0.394 mmol), and 1-Hydroxybenzotriazole (53 mg, 0.394 mmol) were dissolved in 3.0 mL of DCM. The reaction was allowed to stir for 10 minutes before N,N-Diisopropylethylamine (68.9 μL, 0.504 mmol) and phenylmethanamine (43.1 μL, 0.394 mmol) were added. The reaction was allowed to stir for 48 hours. The reaction was diluted with water and ethyl acetat... Procedure: To 75.7 μL of anhydrous DMSO (dimethyl sulfoxide anhydrous, manufactured by Sigma-Aldrich), 2 μL of DEHP (bis(2-ethylhexyl)phthalate, manufactured by TOKYO CHEMICAL INDUSTRY CO., LTD.) was added. Thus, a 65 mM DEHP/DMSO solution was obtained. The product is CCCCC(CC)COC(=O)C1=CC=CC=C1C(=O)OCC(CC)CCCC.CS(=O)C (DEHP DMSO). Reactants: CCCCC(CC)COC(=O)C1=CC=CC=C1C(=O)OCC(CC)CCCC (DEHP), CS(=O)C (DMSO). As a reaction SMILES: [CH3:1][CH2:2][CH2:3][CH2:4][CH:5]([CH2:8][O:9][C:10]([C:12]1[C:17]([C:18]([O:20][CH2:21][CH:22]([CH2:25][CH2:26][CH2:27][CH3:28])[CH2:23][CH3:24])=[O:19])=[CH:16][CH:15]=[CH:14][CH:13]=1)=[O:11])[CH2:6][CH3:7].[CH3:29][S:30]([CH3:32])=[O:31]>>[CH3:1][CH2:2][CH2:3][CH2:4][CH:5]([CH2:8][O:9][C:10]([C:12]1[C:17]([C:18]([O:20][CH2:21][CH:22]([CH2:25][CH2:26][CH2:27][CH3:28])[CH2:23][CH3:24])=[O:19])=[CH:16][CH:15]=[CH:14][CH:13]=1)=[O:11])[CH2:6][CH3:7].[CH3:29][S:30]([CH3:32])=[O:31] |f:2.3|. The reactants are [Li]CCCC (n-BuLi), BrC=1C=CC(=NC1)OC (5-bromo-2-methoxypyridine), FC1=C(C=O)C=CC(=C1)F (2,4-difluorobenzaldehyde). Run in CC(C)(C)OC (TBME). Reaction conditions: temperature 0 celsius, time 1 hour. Product: FC1=C(C=CC(=C1)F)C(O)C=1C=NC(=CC1)OC ((2,4-difluorophenyl)(6-methoxypyridin-3-yl)methanol). RXN SMILES: Br[C:2]1[CH:3]=[CH:4][C:5]([O:8][CH3:9])=[N:6][CH:7]=1.[Li]CCCC.[F:15][C:16]1[CH:23]=[C:22]([F:24])[CH:21]=[CH:20][C:17]=1[CH:18]=[O:19]>CC(OC)(C)C>[F:15][C:16]1[CH:23]=[C:22]([F:24])[CH:21]=[CH:20][C:17]=1[CH:18]([C:2]1[CH:7]=[N:6][C:5]([O:8][CH3:9])=[CH:4][CH:3]=1)[OH:19]. Procedure details: To a mixture of 5-bromo-2-methoxypyridine 1 (2.10 g, 10.6 mmol) in anhydrous TBME (20 ml) at −32° C. under argon atmosphere was added n-BuLi solution (5.8 ml of 2 M solution in cyclohexane, 11.7 mmol) drop wise over 15 min under argon condition. After stirring for 1 h, 2,4-difluorobenzaldehyde (1.54 g, 10.6 mmol) was added drop wise over 15 min and the reaction mixture was stirred for 30 min under −32° C. under argon atmosphere. Reaction mixture was allowed to warm up to 0° C. and quenched with ... Starting materials: C(C)(=O)C=1C=CC2=C(COC=3C=C4C(=CC23)CCCC4=O)C1 (3-acetyl-10,11-dihydro-5H-dibenzo[c,g]chromen-8(9H)-one), C(Cl)Cl.CO (CH2Cl2 MeOH), [Br-].[Br-].[Br-].[NH+]1=CC=CC=C1.[NH+]1=CC=CC=C1.[NH+]1=CC=CC=C1 (pyridinium tribromide). Solvent: CCOC(=O)C (EtOAc). Conditions: temperature 35 celsius, time 30 minute. The product is BrC1C(C=2C(=CC=3C4=C(COC3C2)C=C(C=C4)C(CBr)=O)CC1)=O (9-Bromo-3-(2-bromoacetyl)-10,11-dihydro-5H-dibenzo[c,g]chromen-8(9H)-one). As a reaction SMILES: [C:1]([C:4]1[CH:5]=[CH:6][C:7]2[C:16]3[CH:15]=[C:14]4[CH2:17][CH2:18][CH2:19][C:20](=[O:21])[C:13]4=[CH:12][C:11]=3[O:10][CH2:9][C:8]=2[CH:22]=1)(=[O:3])[CH3:2].C(Cl)Cl.CO.[Br-:28].[Br-:29].[Br-].[NH+]1C=CC=CC=1.[NH+]1C=CC=CC=1.[NH+]1C=CC=CC=1>CCOC(C)=O>[Br:28][CH:19]1[CH2:18][CH2:17][C:14]2=[CH:15][C:16]3[C:7]4[CH:6]=[CH:5][C:4]([C:1](=[O:3])[CH2:2][Br:29])=[CH:22][C:8]=4[CH2:9][O:10][C:11]=3[CH:12]=[C:13]2[C:20]1=[O:21] |f:1.2,3.4.5.6.7.8|. Reported procedure: A 20 mL vial with a stirbar was charged with 3-acetyl-10,11-dihydro-5H-dibenzo[c,g]chromen-8(9H)-one (100 mg, 0.366 mmol), 9:1 CH2Cl2/MeOH (3.4 mL) and pyridinium tribromide (246 mg, 0.769 mmol). The solution was heated to 35° C. After 30 minutes, the reaction was judged complete. The mixture was cooled to ambient temperature, diluted with EtOAc (50 mL) and sequentially washed with saturated aqueous Na2S2O3 (20 mL), 2% aqueous NaHCO3 (20 mL), water (20 mL), and brine (10 mL). The organic phase w...